The task is: describe an organic reaction: reactants, conditions, products, and yield. This data is from the Open Reaction Database (ORD), a public repository of structured organic reaction records. Yields the product ClC1=CC=C(C=C1)N1C(=NC2=C(C1=O)C=NN2C2=CC=CC=C2)C2=CC=C(C=C2)N2CCOCC2 (5-(4-chloro-phenyl)-6-(4-morpholin-4-yl-phenyl)-1-phenyl-1,5-dihydro-pyrazolo[3,4-d]pyrimidin-4-one). Reported procedure: A reaction tube charged with 5-(4-chlorophenyl)-6-(4-iodo-phenyl)-1-phenyl-1,5-dihydro-pyrazolo[3,4-d]pyrimidin-4-one (100.0 mg, 0.191 mmol), Pd2(dba)3 (17.5 mg, 0.019 mmol), BINAP (23.7 mg, 0.038 mmol), and Cs2CO3 (124.2 mg, 0.381 mmol) is purged with nitrogen. Anhydrous toluene (1.0 mL) and morpholine (33.2 μL, 0.381 mmol) are added via syringe. The reaction mixture is heated at 100° C. overnight, and is partitioned between water and ethyl acetate. The organic phase is washed with brine, dried... Yield: 69.6%. Solvent: C1(=CC=CC=C1)C (toluene). As a reaction SMILES: [Cl:1][C:2]1[CH:7]=[CH:6][C:5]([N:8]2[C:13](=[O:14])[C:12]3[CH:15]=[N:16][N:17]([C:18]4[CH:23]=[CH:22][CH:21]=[CH:20][CH:19]=4)[C:11]=3[N:10]=[C:9]2[C:24]2[CH:29]=[CH:28][C:27](I)=[CH:26][CH:25]=2)=[CH:4][CH:3]=1.C1C=CC(P(C2C(C3C(P(C4C=CC=CC=4)C4C=CC=CC=4)=CC=C4C=3C=CC=C4)=C3C(C=CC=C3)=CC=2)C2C=CC=CC=2)=CC=1.C([O-])([O-])=O.[Cs+].[Cs+].[NH:83]1[CH2:88][CH2:87][O:86][CH2:85][CH2:84]1>C1C=CC(/C=C/C(/C=C/C2C=CC=CC=2)=O)=CC=1.C1C=CC(/C=C/C(/C=C/C2C=CC=CC=2)=O)=CC=1.C1C=CC(/C=C/C(/C=C/C2C=CC=CC=2)=O)=CC=1.[Pd].[Pd].C1(C)C=CC=CC=1>[Cl:1][C:2]1[CH:7]=[CH:6][C:5]([N:8]2[C:13](=[O:14])[C:12]3[CH:15]=[N:16][N:17]([C:18]4[CH:23]=[CH:22][CH:21]=[CH:20][CH:19]=4)[C:11]=3[N:10]=[C:9]2[C:24]2[CH:29]=[CH:28][C:27]([N:83]3[CH2:88][CH2:87][O:86][CH2:85][CH2:84]3)=[CH:26][CH:25]=2)=[CH:4][CH:3]=1 |f:2.3.4,6.7.8.9.10|. Conditions: temperature 100 celsius. Reactants: ClC1=CC=C(C=C1)N1C(=NC2=C(C1=O)C=NN2C2=CC=CC=C2)C2=CC=C(C=C2)I (5-(4-chlorophenyl)-6-(4-iodo-phenyl)-1-phenyl-1,5-dihydro-pyrazolo[3,4-d]pyrimidin-4-one), C=1C=CC(=CC1)P(C=2C=CC=CC2)C3=CC=C4C=CC=CC4=C3C5=C6C=CC=CC6=CC=C5P(C=7C=CC=CC7)C=8C=CC=CC8 (BINAP), C(=O)([O-])[O-].[Cs+].[Cs+] (Cs2CO3), N1CCOCC1 (morpholine). Reagents/catalysts: C=1C=CC(=CC1)/C=C/C(=O)/C=C/C2=CC=CC=C2.C=1C=CC(=CC1)/C=C/C(=O)/C=C/C2=CC=CC=C2.C=1C=CC(=CC1)/C=C/C(=O)/C=C/C2=CC=CC=C2.[Pd].[Pd] (Pd2(dba)3). Reactants: NC(=O)NN(C1=CC=C(C=C1)OC1=CC=CC=C1)CC(=O)OC (methyl [2-(aminocarbonyl)-1-(4-phenoxyphenyl)hydrazino]acetate), NC(=O)NN(C1=CC=C(C=C1)OC1=CC=CC=C1)CC(=O)OC (methyl [2-(aminocarbonyl)-1-(4-phenoxyphenyl)hydrazino]acetate), C[O-].[Na+] (sodium methoxide). The solvent is CO (methanol). Conditions: time 2 hour. Product: O(C1=CC=CC=C1)C1=CC=C(C=C1)N1NC(NC(C1)=O)=O (Dihydro-1-(4-phenoxyphenyl)-1,2,4-triazine-3,5-(2H,4H)-dione). Isolated yield 18.7%. RXN SMILES: [NH2:1][C:2]([NH:4][N:5]([CH2:19][C:20]([O:22]C)=O)[C:6]1[CH:11]=[CH:10][C:9]([O:12][C:13]2[CH:18]=[CH:17][CH:16]=[CH:15][CH:14]=2)=[CH:8][CH:7]=1)=[O:3].C[O-].[Na+]>CO>[O:12]([C:9]1[CH:10]=[CH:11][C:6]([N:5]2[CH2:19][C:20](=[O:22])[NH:1][C:2](=[O:3])[NH:4]2)=[CH:7][CH:8]=1)[C:13]1[CH:18]=[CH:17][CH:16]=[CH:15][CH:14]=1 |f:1.2|. Procedure details: To a solution of methyl [2-(aminocarbonyl)-1-(4-phenoxyphenyl)hydrazino]acetate (Intermediate 77, 550 mg, 0.0017 mol) in methanol (20 ml) was added sodium methoxide (184 mg, 0.0014 mol) and the mixture was stirred for 2 hours then poured into pH6 buffer (70 ml). This was extracted with ethyl acetate (75 ml), dried (MgSO4) and evaporated to give an off-white solid. This was triturated with ethyl acetate-ether and filtered to give the title compound as an off-white solid (90 mg, 19%) m.p. 211°-213... Reactants: C(C)C1=CC=C(C=C1)C1CC(CN(C1)C(=O)N1CCOCC1)C(=O)O (5-(4-Ethylphenyl)-1-(morpholin-4-ylcarbonyl)piperidine-3-carboxylic acid), FC1=CC=C(C=C1)C(N)=NO (4-fluoro-N′-hydroxybenzenecarboximidamide). Yields the product C(C)C1=CC=C(C=C1)C1CN(CC(C1)C1=NC(=NO1)C1=CC=C(C=C1)F)C(=O)N1CCOCC1 (4-({3-(4-Ethylphenyl)-5-[3-(4-fluorophenyl)-1,2,4-oxadiazol-5-yl]piperidin-1-yl}carbonyl)-morpholine). RXN SMILES: [CH2:1]([C:3]1[CH:8]=[CH:7][C:6]([CH:9]2[CH2:14][N:13]([C:15]([N:17]3[CH2:22][CH2:21][O:20][CH2:19][CH2:18]3)=[O:16])[CH2:12][CH:11]([C:23]([OH:25])=O)[CH2:10]2)=[CH:5][CH:4]=1)[CH3:2].[F:26][C:27]1[CH:32]=[CH:31][C:30]([C:33](=[N:35]O)[NH2:34])=[CH:29][CH:28]=1>>[CH2:1]([C:3]1[CH:8]=[CH:7][C:6]([CH:9]2[CH2:10][CH:11]([C:23]3[O:25][N:35]=[C:33]([C:30]4[CH:31]=[CH:32][C:27]([F:26])=[CH:28][CH:29]=4)[N:34]=3)[CH2:12][N:13]([C:15]([N:17]3[CH2:22][CH2:21][O:20][CH2:19][CH2:18]3)=[O:16])[CH2:14]2)=[CH:5][CH:4]=1)[CH3:2]. Reported procedure: 69 mg (0.20 mmol) of 5-(4-ethylphenyl)-1-(morpholin-4-ylcarbonyl)piperidine-3-carboxylic acid (Example 38A) and 34 mg (0.22 mmol, 1.1 eq.) of 4-fluoro-N′-hydroxybenzenecarboximidamide were reacted according to the General Method 1. Yield: 56 mg (60% of theory) Reactants: FC1=CC=C(C=C1)CC1=CN=C2C(=C(C(NC2=C1)=O)C(=O)OCC)O (ethyl 7-[(4-fluorophenyl)methyl]-4-hydroxy-2-oxo-1,2-dihydro-1,5-naphthyridine-3-carboxylate), O(C1=CC=CC=C1)CCN (2-phenoxyethylamine). Procedure: This compound was prepared from ethyl 7-[(4-fluorophenyl)methyl]-4-hydroxy-2-oxo-1,2-dihydro-1,5-naphthyridine-3-carboxylate and 2-phenoxyethylamine employing methods similar to those described in Example 2 and was obtained as a white solid: 1H NMR (d6-DMSO) δ 11.85 (1H, br s), 10.49 (1H, br s), 8.49 (1H, br s), 7.42 (1H, br s), 7.32-7.25 (4H, m), 7.14 (2H, t, J=8.7 Hz), 6.97-6.91 (3H, m), 4.14-4.08 (4H, br m), 3.72 (2H, br); HRMS calcd for C24H20FN3O4+H+: 434.1516. Found 434.1519. Yields the product FC1=CC=C(C=C1)CC1=CN=C2C(=C(C(NC2=C1)=O)C(=O)NCCOC1=CC=CC=C1)O (7-[(4-fluorophenyl)methyl]-4-hydroxy-2-oxo-N-[2-(phenyloxy)ethyl]-1,2-dihydro-1,5-naphthyridine-3-carboxamide). As a reaction SMILES: [F:1][C:2]1[CH:7]=[CH:6][C:5]([CH2:8][C:9]2[CH:18]=[C:17]3[C:12]([C:13]([OH:25])=[C:14]([C:20](OCC)=[O:21])[C:15](=[O:19])[NH:16]3)=[N:11][CH:10]=2)=[CH:4][CH:3]=1.[O:26]([CH2:33][CH2:34][NH2:35])[C:27]1[CH:32]=[CH:31][CH:30]=[CH:29][CH:28]=1>>[F:1][C:2]1[CH:7]=[CH:6][C:5]([CH2:8][C:9]2[CH:18]=[C:17]3[C:12]([C:13]([OH:25])=[C:14]([C:20]([NH:35][CH2:34][CH2:33][O:26][C:27]4[CH:32]=[CH:31][CH:30]=[CH:29][CH:28]=4)=[O:21])[C:15](=[O:19])[NH:16]3)=[N:11][CH:10]=2)=[CH:4][CH:3]=1. Reactants: CC(C)([O-])C.[K+] (potassium t-butoxide), equal mixture, BrC1C(C1)(CCCCC)CCCCC (2-bromo-1,1-dipentyl-cyclopropane), C(CCCC)C1(CC1)CCCCC (1,1-dipentyl-cyclopropane), CC(C)([O-])C.[K+] (potassium t-butoxide). Solvent: CS(=O)C (dimethylsulfoxide). Conditions: temperature 85 celsius, time 16 hour. Product: C(CCCC)C1(C=C1)CCCCC (3,3-dipentyl-cyclopropene). Reaction SMILES: Br[CH:2]1[CH2:4][C:3]1([CH2:10][CH2:11][CH2:12][CH2:13][CH3:14])[CH2:5][CH2:6][CH2:7][CH2:8][CH3:9].C(C1(CCCCC)CC1)CCCC.CC(C)([O-])C.[K+]>CS(C)=O>[CH2:10]([C:3]1([CH2:5][CH2:6][CH2:7][CH2:8][CH3:9])[CH:4]=[CH:2]1)[CH2:11][CH2:12][CH2:13][CH3:14] |f:2.3|. Procedure: To a solution of 1.90 g of an equal mixture of 2-bromo-1,1-dipentyl-cyclopropane and 1,1-dipentyl-cyclopropane in 10 ml dimethylsulfoxide was added 0.818 g (0.00308 mol) of potassium t-butoxide. The resulting mixture was heated to 85° C. for 5 hours and then stirred at room temperature for 16 hours. To this was added 0.100 g of potassium t-butoxide. The resulting mixture was heated to 85° C. for 2 hours then cooled to room temperature. The reaction mixture was poured onto water and then extracte... The reactants are N1=C(C=CC=C1)C(C1=CC=CC=C1)N1CCNCC1 (4-[α-(2-pyridyl)benzyl]piperazine), BrCCC#N (3-bromopropionitrile), C(C)(C)N(CC)C(C)C (N,N-diisopropyl-N-ethylamine), ice water. Run in C(Cl)Cl (methylene chloride). Reaction conditions: time 16 hour. Product: N1=C(C=CC=C1)C(C1=CC=CC=C1)N1CCN(CC1)CCC#N (4-[α-(2-Pyridyl)benzyl]-1-(2-cyanoethyl)piperazine). Yield: 43.7%. Reaction SMILES: C(N(C(C)C)CC)(C)C.[N:10]1[CH:15]=[CH:14][CH:13]=[CH:12][C:11]=1[CH:16]([N:23]1[CH2:28][CH2:27][NH:26][CH2:25][CH2:24]1)[C:17]1[CH:22]=[CH:21][CH:20]=[CH:19][CH:18]=1.Br[CH2:30][CH2:31][C:32]#[N:33]>C(Cl)Cl>[N:10]1[CH:15]=[CH:14][CH:13]=[CH:12][C:11]=1[CH:16]([N:23]1[CH2:28][CH2:27][N:26]([CH2:30][CH2:31][C:32]#[N:33])[CH2:25][CH2:24]1)[C:17]1[CH:22]=[CH:21][CH:20]=[CH:19][CH:18]=1. Procedure details: 1.05 g of N,N-diisopropyl-N-ethylamine was added, with stirring, to a solution of 2.0 g of 4-[α-(2-pyridyl)benzyl]piperazine and 1.0 g of 3-bromopropionitrile in 20 ml of methylene chloride, whilst ice-cooling, and the mixture was stirred at room temperature for 16 hours. At the end of this time, the mixture was poured into ice-water and extracted with chloroform. The extracts were combined and dried over anhydrous sodium sulfate, after which the solvent as removed by evaporation under reduced p... Starting materials: ClC1=C(C(=NC2=CC=CC=C12)C1=C(C=CC=C1)F)C (4-chloro-2-(2-fluorophenyl)-3-methylquinoline), O1CCOCC1 (dioxane), BrC=1C=CC(=C(C1)N)N1CCOCC1 (5-bromo-2-morpholinobenzenamine), Cl (hydrochloric acid). Solvent: CN1CCCC1=O (NMP). Yields the product BrC=1C=CC(=C(C1)NC1=C(C(=NC2=CC=CC=C12)C1=C(C=CC=C1)F)C)N1CCOCC1 (N-(5-Bromo-2-morpholinophenyl)-2-(2-fluorophenyl)-3-methylquinolin-4-amine). As a reaction SMILES: Cl[C:2]1[C:11]2[C:6](=[CH:7][CH:8]=[CH:9][CH:10]=2)[N:5]=[C:4]([C:12]2[CH:17]=[CH:16][CH:15]=[CH:14][C:13]=2[F:18])[C:3]=1[CH3:19].[Br:20][C:21]1[CH:22]=[CH:23][C:24]([N:28]2[CH2:33][CH2:32][O:31][CH2:30][CH2:29]2)=[C:25]([NH2:27])[CH:26]=1.Cl.O1CCOCC1>CN1C(=O)CCC1>[Br:20][C:21]1[CH:22]=[CH:23][C:24]([N:28]2[CH2:29][CH2:30][O:31][CH2:32][CH2:33]2)=[C:25]([NH:27][C:2]2[C:11]3[C:6](=[CH:7][CH:8]=[CH:9][CH:10]=3)[N:5]=[C:4]([C:12]3[CH:17]=[CH:16][CH:15]=[CH:14][C:13]=3[F:18])[C:3]=2[CH3:19])[CH:26]=1. Reported procedure: Prepared according to Procedure K, Method 2 using 4-chloro-2-(2-fluorophenyl)-3-methylquinoline (230 mg, 848 μmol), 5-bromo-2-morpholinobenzenamine (109 mg, 424 μmol) and 4N hydrochloric acid solution in dioxane (0.011 mL, 42 μmol) in NMP (0.50 mL) to afford a colorless solid upon purification by chromatography on silica gel, eluting with EtOAc gradient in hexane. Mass Spectrum (ESI) m/e=492.1 & 494.1 (M+1). Reactants: ClC1=NC=NC2=CC(=C(C=C12)OC)OCC1CCN(CC1)C (4-Chloro-6-methoxy-7-((1-methylpiperidin-4-yl)methoxy)quinazoline), C(#N)C=1C=NC2=CC(=CC=C2C1)O (3-Cyano-7-hydroxyquinoline), C([O-])([O-])=O.[K+].[K+] (potassium carbonate). The solvent is CN(C)C=O (DMF), ClCCl (dichloromethane). Run at temperature 95 celsius. The product is C(#N)C=1C=NC2=CC(=CC=C2C1)OC1=NC=NC2=CC(=C(C=C12)OC)OCC1CCN(CC1)C (4-(3-cyanoquinolin-7-yloxy)-6-methoxy-7-((1-methylpiperidin-4-yl)methoxy)quinazoline). Yield: 86.4%. Reaction SMILES: Cl[C:2]1[C:11]2[C:6](=[CH:7][C:8]([O:14][CH2:15][CH:16]3[CH2:21][CH2:20][N:19]([CH3:22])[CH2:18][CH2:17]3)=[C:9]([O:12][CH3:13])[CH:10]=2)[N:5]=[CH:4][N:3]=1.[C:23]([C:25]1[CH:26]=[N:27][C:28]2[C:33]([CH:34]=1)=[CH:32][CH:31]=[C:30]([OH:35])[CH:29]=2)#[N:24].C(=O)([O-])[O-].[K+].[K+]>CN(C=O)C.ClCCl>[C:23]([C:25]1[CH:26]=[N:27][C:28]2[C:33]([CH:34]=1)=[CH:32][CH:31]=[C:30]([O:35][C:2]1[C:11]3[C:6](=[CH:7][C:8]([O:14][CH2:15][CH:16]4[CH2:21][CH2:20][N:19]([CH3:22])[CH2:18][CH2:17]4)=[C:9]([O:12][CH3:13])[CH:10]=3)[N:5]=[CH:4][N:3]=1)[CH:29]=2)#[N:24] |f:2.3.4|. Procedure: 4-Chloro-6-methoxy-7-((1-methylpiperidin-4-yl)methoxy)quinazoline (200 mg, 0.62 mmol), (prepared as described for the starting material in Example 10), was suspended in DMF (3 ml) under argon. 3-Cyano-7-hydroxyquinoline (116 mg, 0.68 mmol) and potassium carbonate (129 mg, 0.93 mmol) were added and the reaction mixture was heated at 95° C. for 90 minutes. Upon cooling to ambient temperature the mixture was diluted with dichloromethane and poured on the top of an ISOLUTE silica column. Elution was... Starting materials: C(C)(C)(C)OC(=O)N[C@@H]1CC[C@H](CC1)O (trans-4-(N-tert-butoxycarbonylamino)cyclohexanol), N(=NC(=O)N(C)C)C(=O)N(C)C (1,1′-azobis(N,N-dimethylformamide)), C(C1=CC=C(C=C1)OC)(=O)O (p-anisic acid), C(CCC)P(CCCC)CCCC (tri(n-butyl)phosphine). Run in O1CCCC1 (tetrahydrofuran), C(C)(=O)OCC (ethyl acetate). Run at temperature 50 celsius, time 2.5 hour. The product is C(C)(C)(C)OC(=O)N[C@H]1CC[C@H](CC1)OC(C1=CC=C(C=C1)OC)=O (cis-4-methoxybenzoic acid 4-(tert-butoxycarbonylamino)cyclohexyl ester). Yield: 96.3%. Reaction SMILES: [C:1]([O:5][C:6]([NH:8][C@H:9]1[CH2:14][CH2:13][C@H:12]([OH:15])[CH2:11][CH2:10]1)=[O:7])([CH3:4])([CH3:3])[CH3:2].N(C(N(C)C)=O)=NC(N(C)C)=O.[C:28](O)(=[O:37])[C:29]1[CH:34]=[CH:33][C:32]([O:35][CH3:36])=[CH:31][CH:30]=1.C(P(CCCC)CCCC)CCC>O1CCCC1.C(OCC)(=O)C>[C:1]([O:5][C:6]([NH:8][C@@H:9]1[CH2:10][CH2:11][C@H:12]([O:15][C:28](=[O:37])[C:29]2[CH:34]=[CH:33][C:32]([O:35][CH3:36])=[CH:31][CH:30]=2)[CH2:13][CH2:14]1)=[O:7])([CH3:4])([CH3:2])[CH3:3]. Procedure details: A solution of Intermediate 35 (21.06 g), 1,1′-azobis(N,N-dimethylformamide) (64.11 g) and p-anisic acid (23.03 g, Tokyo Kasei Kogyo) in tetrahydrofuran (400 ml) was added with tri(n-butyl)phosphine (35.6 ml) at room temperature and stirred at 50° C. for 2.5 hours. The reaction mixture was cooled to room temperature, then added with ethyl acetate (200 ml) and successively washed with saturated aqueous sodium hydrogencarbonate twice (200 ml each) and 0.1 N aqueous sodium hydroxide (50 ml), and dri... Reactants: C(C1=CC=CC=C1)OC1=CC(=C(C=C1C(C)(C)C)O)C(C)(C)C (4-benzyloxy-2,5-di-t-butylphenol), ClC=1C=CC(=C(C1)N(C(OC(C)(C)C)=O)C)[N+](=O)[O-] (t-butyl N-(5-chloro-2-nitrophenyl)-N-methylcarbamate), [H-].[Na+] (sodium hydride). The solvent is CN(C=O)C (N,N-dimethylformamide). Yields the product C(C1=CC=CC=C1)OC1=CC(=C(OC=2C=CC(=C(C2)N(C(OC(C)(C)C)=O)C)[N+](=O)[O-])C=C1C(C)(C)C)C(C)(C)C (t-Butyl N-[5-(4-benzyloxy-2,5-di-t-butylphenoxy)-2-nitrophenyl]-N-methylcarbamate). Yield: 103.1%. Reaction SMILES: [CH2:1]([O:8][C:9]1[C:14]([C:15]([CH3:18])([CH3:17])[CH3:16])=[CH:13][C:12]([OH:19])=[C:11]([C:20]([CH3:23])([CH3:22])[CH3:21])[CH:10]=1)[C:2]1[CH:7]=[CH:6][CH:5]=[CH:4][CH:3]=1.Cl[C:25]1[CH:26]=[CH:27][C:28]([N+:40]([O-:42])=[O:41])=[C:29]([N:31]([CH3:39])[C:32](=[O:38])[O:33][C:34]([CH3:37])([CH3:36])[CH3:35])[CH:30]=1.[H-].[Na+]>CN(C)C=O>[CH2:1]([O:8][C:9]1[C:14]([C:15]([CH3:16])([CH3:17])[CH3:18])=[CH:13][C:12]([O:19][C:25]2[CH:26]=[CH:27][C:28]([N+:40]([O-:42])=[O:41])=[C:29]([N:31]([CH3:39])[C:32](=[O:38])[O:33][C:34]([CH3:35])([CH3:36])[CH3:37])[CH:30]=2)=[C:11]([C:20]([CH3:23])([CH3:22])[CH3:21])[CH:10]=1)[C:2]1[CH:3]=[CH:4][CH:5]=[CH:6][CH:7]=1 |f:2.3|. Reported procedure: In a similar manner to that described in Reference Example 6, a reaction was carried out using 4-benzyloxy-2,5-di-t-butylphenol (4.3 g), t-butyl N-(5-chloro-2-nitrophenyl)-N-methylcarbamate (3.51 g), sodium hydride (55 wt. %, 0.72 g) and anhydrous N,N-dimethylformamide (15 ml) and the reaction mixture was purified to give the title compound (7.1 g).